Dataset: the Open Reaction Database (ORD), a public repository of structured organic reaction records. Task: describe an organic reaction: reactants, conditions, products, and yield Starting materials: C(C1=CC=CC=C1)OC(=O)N1C(=NC(C1)=O)NCC1=C(C=C(C=C1)C(F)(F)F)C(F)(F)F (2-(2,4-bis-trifluoromethyl-benzylamino)-4-oxo-4,5-dihydro-imidazole-1-carboxylic acid benzyl ester), N1=CC=CC2=NC(=CC=C12)C=O (1,5-naphthyridine-6-carboxaldehyde), N1CCCCC1 (piperidine). Solvent: CC(C)O (iPrOH). Yields the product FC(C1=C(CNC=2NC(C(N2)=O)=CC2=NC3=CC=CN=C3C=C2)C=CC(=C1)C(F)(F)F)(F)F (2-(2,4-bis-trifluoromethyl-benzylamino)-5-[1,5]naphthyridin-2-ylmethylene-1,5-dihydro-imidazol-4-one). Isolated yield 23.2%. RXN SMILES: C(OC([N:11]1[CH2:15][C:14](=[O:16])[N:13]=[C:12]1[NH:17][CH2:18][C:19]1[CH:24]=[CH:23][C:22]([C:25]([F:28])([F:27])[F:26])=[CH:21][C:20]=1[C:29]([F:32])([F:31])[F:30])=O)C1C=CC=CC=1.[N:33]1[C:42]2[C:37](=[N:38][C:39]([CH:43]=O)=[CH:40][CH:41]=2)[CH:36]=[CH:35][CH:34]=1.N1CCCCC1>CC(O)C>[F:32][C:29]([F:30])([F:31])[C:20]1[CH:21]=[C:22]([C:25]([F:26])([F:28])[F:27])[CH:23]=[CH:24][C:19]=1[CH2:18][NH:17][C:12]1[NH:11][C:15](=[CH:43][C:39]2[CH:40]=[CH:41][C:42]3[C:37](=[CH:36][CH:35]=[CH:34][N:33]=3)[N:38]=2)[C:14](=[O:16])[N:13]=1. Reported procedure: To a mixture of 2-(2,4-bis-trifluoromethyl-benzylamino)-4-oxo-4,5-dihydro-imidazole-1-carboxylic acid benzyl ester (94.5 mg, 0.20 mmol), 1,5-naphthyridine-6-carboxaldehyde (31.7 mg, 0.20 mmol) and iPrOH (5.0 mL) in a 25-mL round bottom flask was added piperidine (0.05 mL) and the suspension was then heated under refluxing for 4.5 hrs to give a suspension. The reaction mixture was cooled to r.t. and the solid was collected by filtration, washed with MeOH, ether and dried in vacuum at 100° C. for ... Starting materials: N (NH3), CC1=CC=C(C=N1)CCC1=NNC(C2=CC=CC=C12)=O (4-[2-(6-methylpyridin-3-yl)ethyl]phthalazin-1(2H)-one), P(=O)(Cl)(Cl)Cl (phosphoryl chloride), Cl (HCl). Solvent: O (H2O), C(C)#N (acetonitrile), O1CCOCC1 (dioxane), O (H2O). Conditions: temperature 60 celsius, time 9 hour. Yields the product ClC1=NN=C(C2=CC=CC=C12)CCC=1C=NC(=CC1)C (1-Chloro-4-[2-(6-methylpyridin-3-yl)ethyl]phthalazine). Reaction SMILES: [CH3:1][C:2]1[N:7]=[CH:6][C:5]([CH2:8][CH2:9][C:10]2[C:19]3[C:14](=[CH:15][CH:16]=[CH:17][CH:18]=3)[C:13](=O)[NH:12][N:11]=2)=[CH:4][CH:3]=1.P(Cl)(Cl)([Cl:23])=O.Cl.N>C(#N)C.O1CCOCC1.O>[Cl:23][C:13]1[C:14]2[C:19](=[CH:18][CH:17]=[CH:16][CH:15]=2)[C:10]([CH2:9][CH2:8][C:5]2[CH:6]=[N:7][C:2]([CH3:1])=[CH:3][CH:4]=2)=[N:11][N:12]=1. Procedure details: Under N2-atmosphere, 217 mg (0.818 mmol) 4-[2-(6-methylpyridin-3-yl)ethyl]phthalazin-1(2H)-one in 3.3 ml acetonitrile is mixed with 187 μl (2.04 mmol) phosphoryl chloride and 0.41 ml 4 N HCl in dioxane and stirred for 9 h at 60° C. After cooling to RT, 2.6 ml H2O, followed by a solution of 0.5 ml sat. NH3 and 5 ml H2O is added. Immediate extraction with 3 portions of EtOAc, washing of the organic layers with water and brine, drying (Na2SO4) and evaporation yield the title compound; FAB-MS (M+H)+... The reactants are ClC1=CC=C(C=C1)C=1N=C2N(C=C(C=C2)C)C1CC(=O)O (2-(4-chlorophenyl)-6-methylimidazo[1,2-a]pyridine-3-acetic acid), N1=CC=C(C=C1)CNCC (N-(4-pyridinylmethyl)ethylamine). Yields the product Cl.C(C)N(C(CC1=C(N=C2N1C=C(C=C2)C)C2=CC=C(C=C2)Cl)=O)CC2=CC=NC=C2 (N-ethyl-N-(4-pyridinylmethyl)-2-(4-chlorophenyl)-6-methylimidazo[1,2-a]pyridine-3-acetamide.hydrochloride). The yield is 32.9%. As a reaction SMILES: [Cl:1][C:2]1[CH:7]=[CH:6][C:5]([C:8]2[N:9]=[C:10]3[CH:15]=[CH:14][C:13]([CH3:16])=[CH:12][N:11]3[C:17]=2[CH2:18][C:19](O)=[O:20])=[CH:4][CH:3]=1.[N:22]1[CH:27]=[CH:26][C:25]([CH2:28][NH:29][CH2:30][CH3:31])=[CH:24][CH:23]=1>>[ClH:1].[CH2:30]([N:29]([CH2:28][C:25]1[CH:26]=[CH:27][N:22]=[CH:23][CH:24]=1)[C:19](=[O:20])[CH2:18][C:17]1[N:11]2[CH:12]=[C:13]([CH3:16])[CH:14]=[CH:15][C:10]2=[N:9][C:8]=1[C:5]1[CH:4]=[CH:3][C:2]([Cl:1])=[CH:7][CH:6]=1)[CH3:31] |f:2.3|. Procedure details: According to the method of Example 14, 2-(4-chlorophenyl)-6-methylimidazo[1,2-a]pyridine-3-acetic acid and N-(4-pyridinylmethyl)ethylamine were used as raw materials for synthesis, to obtain white solid powder, yield 32.9%. m.p. 229-231° C., ESI-MS m/z: 420[M+H]+, 1H NMR(DMSO-d6, 400 MHz)δ: 1.11(t, 0.6H, J=7.00 Hz), 1.25(t, 2.4H, J=7.00 Hz), 2.47(s, 2.4H), 2.49(s, 0.6H), 3.42(q, 0.4H, J=7.00 Hz), 3.63(q, 1.6H, J=7.00 Hz), 4.25(s, 0.4H), 4.56(s, 1.6H), 4.78(s, 1.6H), 5.01(s, 0.4H), 7.55-7.58(m, 1... Starting materials: CCC(CC)CCBr, CC1=NC(c2ccccc2)COC1=O. Product: CCC(CC)CCC1(C)NC(c2ccccc2)COC1=O. RXN SMILES: [Br:15][CH2:16][CH2:17][CH:18]([CH2:19][CH3:20])[CH2:21][CH3:22].[CH3:1][C:2]1=[N:7][CH:6]([c:8]2[cH:9][cH:10][cH:11][cH:12][cH:13]2)[CH2:5][O:4][C:3]1=[O:14]>>[CH3:1][C:2]1([CH2:16][CH2:17][CH:18]([CH2:19][CH3:20])[CH2:21][CH3:22])[C:3](=[O:14])[O:4][CH2:5][CH:6]([c:8]2[cH:9][cH:10][cH:11][cH:12][cH:13]2)[NH:7]1. Yields the product N#Cc1ccc(O)c(O)c1. RXN SMILES: [Cl:1][CH:2]1[O:3][c:4]2[c:5]([cH:7][cH:8][c:9]([C:11]#[N:12])[cH:10]2)[O:6]1.[OH2:13]>>[OH:3][c:4]1[c:5]([OH:6])[cH:7][cH:8][c:9]([C:11]#[N:12])[cH:10]1. Starting materials: N#Cc1ccc2c(c1)OC(Cl)O2, O. The reactants are C(C1=CC=CC=C1)NC1=NC=NC2=C1N=C(N=C2N2CCS(CC2)=O)Cl (8-benzylamino-2-chloro-4-(1-oxido-thiomorpholino)pyrimido[5,4-d]pyrimidine), OCCNC (N-(2-hydroxy-ethyl)-methylamine). Run in O1CCOCC1 (dioxane). Product: C(C1=CC=CC=C1)NC1=NC=NC2=C1N=C(N=C2N2CCS(CC2)=O)N(CCO)C (8-Benzylamino-2-[N-(2-hydroxy-ethyl)-methylamino]-4-(1-oxido-thiomorpholino)-pyrimido[5,4-d]pyrimidine). As a reaction SMILES: [CH2:1]([NH:8][C:9]1[C:14]2[N:15]=[C:16](Cl)[N:17]=[C:18]([N:19]3[CH2:24][CH2:23][S:22](=[O:25])[CH2:21][CH2:20]3)[C:13]=2[N:12]=[CH:11][N:10]=1)[C:2]1[CH:7]=[CH:6][CH:5]=[CH:4][CH:3]=1.[OH:27][CH2:28][CH2:29][NH:30][CH3:31]>O1CCOCC1>[CH2:1]([NH:8][C:9]1[C:14]2[N:15]=[C:16]([N:30]([CH3:31])[CH2:29][CH2:28][OH:27])[N:17]=[C:18]([N:19]3[CH2:24][CH2:23][S:22](=[O:25])[CH2:21][CH2:20]3)[C:13]=2[N:12]=[CH:11][N:10]=1)[C:2]1[CH:7]=[CH:6][CH:5]=[CH:4][CH:3]=1. Procedure: This compound was prepared analogous to Example 2 from 8-benzylamino-2-chloro-4-(1-oxido-thiomorpholino)pyrimido[5,4-d]pyrimidine (melting point: 232°-233° C.) and N-(2-hydroxy-ethyl)-methylamine in dioxane under reflux.